From a dataset of the Open Reaction Database (ORD), a public repository of structured organic reaction records. describe an organic reaction: reactants, conditions, products, and yield Starting materials: ClC1=C(C=C(C=C1)Cl)NC#N (2,5-dichlorophenylcyanamide), S(C)(=O)(=O)O.C(C)C=1C=C(N)C=CC1 (3-ethylaniline mesylate). Run in ClC1=CC=CC=C1 (chlorobenzene). Product: title compound, S(C)(=O)(=O)O.C(C)C=1C=C(C=CC1)NC(=N)NC1=C(C=CC(=C1)Cl)Cl (N-(3-ethylphenyl)-N'-(2,5-dichlorophenyl)guanidine mesylate). RXN SMILES: [Cl:1][C:2]1[CH:7]=[CH:6][C:5]([Cl:8])=[CH:4][C:3]=1[NH:9][C:10]#[N:11].[S:12]([OH:16])(=[O:15])(=[O:14])[CH3:13].[CH2:17]([C:19]1[CH:20]=[C:21]([CH:23]=[CH:24][CH:25]=1)[NH2:22])[CH3:18]>ClC1C=CC=CC=1>[S:12]([OH:16])(=[O:15])(=[O:14])[CH3:13].[CH2:17]([C:19]1[CH:20]=[C:21]([NH:22][C:10]([NH:9][C:3]2[CH:4]=[C:5]([Cl:8])[CH:6]=[CH:7][C:2]=2[Cl:1])=[NH:11])[CH:23]=[CH:24][CH:25]=1)[CH3:18] |f:1.2,4.5|. Procedure: A mixture of 2,5-dichlorophenylcyanamide (1.02 g, 5.5 mmol), 3-ethylaniline mesylate (1.1 g, 5 mmol), and chlorobenzene (15 mL) were combined in a dry round bottom flask equipped with a water cooled condenser under nitrogen and placed in a preheated oil bath (150-160° C.). The reaction mixture was heated for 2 hours. After cooling, the crude reaction product was purified by crystallization from chlorobenzene/diethylether. The resulting crystals were collected by filtration, washed with diethylet... The reactants are FC1=CC=C(C(=O)OCC)C=C1 (ethyl 4-fluorobenzoate), N1N=CN=C1 (1,2,4-triazole), C([O-])([O-])=O.[K+].[K+] (potassium carbonate). The solvent is CN(C)C=O (DMF). Conditions: temperature 100 celsius, time 3 hour. The product is N1(N=CN=C1)C1=CC=C(C(=O)OCC)C=C1 (ethyl 4-(1,2,4-triazol-1-yl)benzoate), N=1N=CN(C1)C1=CC=C(C(=O)OCC)C=C1 (ethyl 4-(1,2,4- triazol-4- yl)benzoate). RXN SMILES: F[C:2]1[CH:12]=[CH:11][C:5]([C:6]([O:8][CH2:9][CH3:10])=[O:7])=[CH:4][CH:3]=1.[NH:13]1[CH:17]=[N:16][CH:15]=[N:14]1.C(=O)([O-])[O-].[K+].[K+]>CN(C=O)C>[N:13]1([C:2]2[CH:12]=[CH:11][C:5]([C:6]([O:8][CH2:9][CH3:10])=[O:7])=[CH:4][CH:3]=2)[CH:17]=[N:16][CH:15]=[N:14]1.[N:13]1[N:14]=[CH:15][N:16]([C:2]2[CH:12]=[CH:11][C:5]([C:6]([O:8][CH2:9][CH3:10])=[O:7])=[CH:4][CH:3]=2)[CH:17]=1 |f:2.3.4|. Reported procedure: A mixture of ethyl 4-fluorobenzoate (8.4 g), 1,2,4-triazole (4.14 g) and potassium carbonate (20.7 g) in DMF (30 ml) was stirred at 100° C. for 3 hours and concentrated. To the residue was added dichloromethane, and the mixture was washed with water, dried and concentrated. The residue was purified with silica gel column chromatography (dichloromethane:methanol=50:1→20:1) to give a colorless solid of ethyl 4-(1,2,4-triazol-1-yl)benzoate (4.0 g) and ethyl 4-(1,2,4- triazol-4- yl)benzoate (369 mg)... Reactants: Cc1cc(C(=O)O)no1, CCN=C=NCCCN(C)C, CCN(C(C)C)C(C)C, Cl, NCC(=O)N1CCN(C(=O)c2ccccc2C(F)(F)F)CC1, CN(C)C=O, O, On1nnc2ccccc21. Product: Cc1cc(C(=O)NCC(=O)N2CCN(C(=O)c3ccccc3C(F)(F)F)CC2)no1. RXN SMILES: [CH3:10][c:11]1[cH:12][c:13]([C:16](=[O:17])[OH:18])[n:14][o:15]1.[CH3:29][CH2:30][N:31]=[C:32]=[N:33][CH2:34][CH2:35][CH2:36][N:37]([CH3:38])[CH3:39].[CH:1]([N:2]([CH2:3][CH3:4])[CH:5]([CH3:6])[CH3:7])([CH3:8])[CH3:9].[ClH:40].[NH2:41][CH2:42][C:43](=[O:44])[N:45]1[CH2:46][CH2:47][N:48]([C:51]([c:52]2[c:53]([C:58]([F:59])([F:60])[F:61])[cH:54][cH:55][cH:56][cH:57]2)=[O:62])[CH2:49][CH2:50]1.[O:63]=[CH:64][N:65]([CH3:66])[CH3:67].[OH2:68].[OH:19][n:20]1[c:21]2[c:22]([cH:23][cH:24][cH:25][cH:26]2)[n:27][n:28]1>>[CH3:10][c:11]1[cH:12][c:13]([C:16](=[O:18])[NH:41][CH2:42][C:43](=[O:44])[N:45]2[CH2:46][CH2:47][N:48]([C:51]([c:52]3[c:53]([C:58]([F:59])([F:60])[F:61])[cH:54][cH:55][cH:56][cH:57]3)=[O:62])[CH2:49][CH2:50]2)[n:14][o:15]1. Starting materials: C(=O)[O-].[NH4+] (ammonium formate), C1=CC(=C[N+](=C1)[C@H]2[C@@H]([C@@H]([C@H](O2)COP(=O)(O)OP(=O)(O)OC[C@@H]3[C@H]([C@H]([C@@H](O3)N4C=NC5=C4N=CN=C5N)O)O)O)O)C(=O)N (NAD+), N[C@@H](CC(C)C)C(=O)O (leucine), C(=O)[O-] (formate), C (charcoal), N (ammonia), [Na+].O=C(C(=O)[O-])C(CC)(C)C (2-keto-3,3-dimethyl pentanoic acid sodium salt), N (ammonia). Run in O (water). Product: CC([C@H](N)C(=O)O)(C)CC ((S)-3-methyl-isoleucine). Reaction SMILES: C([O-])=O.[NH4+].[Na+].O=[C:7]([C:11]([CH3:15])([CH3:14])[CH2:12][CH3:13])[C:8]([O-:10])=[O:9].N.C1C=[N+:21]([C@@H]2O[C@H](COP(OP(OC[C@H]3O[C@@H](N4C5N=CN=C(N)C=5N=C4)[C@H](O)[C@@H]3O)(O)=O)(O)=O)[C@@H](O)[C@H]2O)C=C(C(N)=O)C=1.N[C@H](C(O)=O)CC(C)C.C([O-])=O.C>O>[CH3:14][C:11]([CH2:12][CH3:13])([CH3:15])[C@@H:7]([C:8]([OH:10])=[O:9])[NH2:21] |f:0.1,2.3|. Procedure: 6.3 g (0.1 mole) ammonium formate and 1.67 g (10 mmoles) 2-keto-3,3-dimethyl pentanoic acid sodium salt are suspended in 80 ml of water, the pH value is adjusted with ammonia to 8.2, so that the solids dissolve and the volume is adjusted to 100 ml. Subsequently, 14.34 mg (0.02 mmole) NAD+.3H2O cofactor as well as 800 U of leucine dehydrogenase (LeuDH) and 500 U of formate dehydrogenase (FDH) are added. The temperature is set to 32° C. During the reaction the system is gently stirred and the pH v... Starting materials: NC=1C=CC(=C(C#N)C1)CC(C)C (5-amino-2-isobutylbenzonitrile), Br (HBr), N(=O)[O-].[Na+] (sodium nitrite), C([O-])(O)=O.[Na+] (sodium bicarbonate). Reagents/catalysts: [Cu](Br)Br (copper(II) bromide), [Cu]Br (copper(I) bromide). The solvent is C(C)#N (acetonitrile), O (water). Reaction conditions: time 30 minute. Product: BrC=1C=CC(=C(C#N)C1)CC(C)C (5-bromo-2-(2-methylpropyl)benzonitrile). RXN SMILES: N[C:2]1[CH:3]=[CH:4][C:5]([CH2:10][CH:11]([CH3:13])[CH3:12])=[C:6]([CH:9]=1)[C:7]#[N:8].[BrH:14].N([O-])=O.[Na+].C(=O)(O)[O-].[Na+]>C(#N)C.O.[Cu](Br)Br.[Cu]Br>[Br:14][C:2]1[CH:3]=[CH:4][C:5]([CH2:10][CH:11]([CH3:13])[CH3:12])=[C:6]([CH:9]=1)[C:7]#[N:8] |f:2.3,4.5|. Procedure details: To a solution of 5-amino-2-isobutylbenzonitrile (D57) (34 g) in acetonitrile (500 mL) was added HBr (24.37 mL) at 0° C. Then a solution of sodium nitrite (16.16 g) in water (50 mL) was added to the reaction mixture. After stirring for 30 min, copper(II) bromide (87 g) and copper(I) bromide (5.60 g) were added to the reaction mixture. The mixture was stirred at room temperature for 16 h. Saturated aqueous sodium bicarbonate solution was added to quench the reaction. The mixture was extracted with... The reactants are C=CC#N, CC#N, O=[PH]1Oc2ccccc2-c2ccccc21. The product is N#CCCP1(=O)Oc2ccccc2-c2ccccc21. Reaction SMILES: [CH2:16]=[CH:17][C:18]#[N:19].[CH3:20][C:21]#[N:22].[cH:1]1[cH:2][cH:3][cH:4][c:5]2[c:6]1-[c:7]1[c:8]([cH:12][cH:13][cH:14][cH:15]1)[PH:9](=[O:11])[O:10]2>>[cH:1]1[cH:2][cH:3][cH:4][c:5]2[c:6]1-[c:7]1[c:8]([cH:12][cH:13][cH:14][cH:15]1)[P:9](=[O:11])([CH2:16][CH2:17][C:18]#[N:19])[O:10]2. The reactants are CC=1C(=C(C(=N)NOCCO)C=CC1)[N+](=O)[O-] (3-methyl-N-(2-hydroxyethoxy)-2-nitrobenzamidine), S(=O)(Cl)Cl (thionyl chloride). Solvent: O (water). Product: CC=1C(=C(C(=N)NOCCCl)C=CC1)[N+](=O)[O-] (3-methyl-N-(2-chloroethoxy)-2-nitrobenzamidine). RXN SMILES: [CH3:1][C:2]1[C:3]([N+:15]([O-:17])=[O:16])=[C:4]([CH:12]=[CH:13][CH:14]=1)[C:5]([NH:7][O:8][CH2:9][CH2:10]O)=[NH:6].S(Cl)([Cl:20])=O>O>[CH3:1][C:2]1[C:3]([N+:15]([O-:17])=[O:16])=[C:4]([CH:12]=[CH:13][CH:14]=1)[C:5]([NH:7][O:8][CH2:9][CH2:10][Cl:20])=[NH:6]. Procedure details: 4.75 g (19.9 mmol) of 3-methyl-N-(2-hydroxyethoxy)-2-nitrobenzamidine are stirred at 60° C. in 45 ml (617 mmol) of thionyl chloride for 3 h. The mixture is then cooled and carefully poured into water. The mixture is extracted with methylene chloride, the extracts are dried over sodium sulphate and the solvent is distilled off under reduced pressure. The residue is chromatographed on silica gel (cyclohexane:ethyl acetate:=4:1). Reactants: C(CCl)Cl (EDC), C(CCCCC=C)(=O)O (hept-6-enoic acid), [Cl-].CO[NH2+]C (methoxy(methyl)ammonium chloride). The reagents and catalysts are CN(C)C=1C=CN=CC1 (DMAP). Run in C(Cl)Cl (CH2Cl2), C(Cl)Cl (CH2Cl2). Run at time 14 hour. Product: CON(C(CCCCC=C)=O)C (N-methoxy-N-methylhept-6-enamide). The yield is 97.0%. RXN SMILES: C(Cl)CCl.[C:5]([OH:13])(=O)[CH2:6][CH2:7][CH2:8][CH2:9][CH:10]=[CH2:11].[Cl-].[CH3:15][O:16][NH2+:17][CH3:18]>CN(C1C=CN=CC=1)C.C(Cl)Cl>[CH3:15][O:16][N:17]([CH3:18])[C:5](=[O:13])[CH2:6][CH2:7][CH2:8][CH2:9][CH:10]=[CH2:11] |f:2.3|. Reported procedure: EDC (1.1 eq.) was added in small portions over 1.5 h to a stirred mixture of hept-6-enoic acid, methoxy(methyl)ammonium chloride (1.1 eq.) and DMAP (1.1 eq.) in CH2Cl2 (0.2 M). After 14 h, the mixture was diluted with CH2Cl2, then washed sequentially with hydrochloric acid (1 M), NaOH (1M), brine and dried (Na2SO4). Evaporation of the solvent afforded the title compound (97%) as a colorless oil. 1H NMR (400 MHz, CDCl3, 300 K) δ 5.87-5.75 (m, 1H), 5.01 (d, J 17.1, 1H), 4.95 (d, J 10.1, 1H), 3.68 ...